This data is from the Open Reaction Database (ORD), a public repository of structured organic reaction records. The task is: describe an organic reaction: reactants, conditions, products, and yield Reactants: COC(=O)C1=CC=C(C=C1)C=1C([C@@H]2CC[C@]3([C@@]4(CC[C@@]5([C@@H]([C@H]4CC[C@@H]3[C@]2(CC1)C)[C@@H](CC5)C(=C)C)C(=O)NCCC(=O)N5CCC(CC5)C(=O)OC)C)C)(C)C (methyl 1-(3-((1R,3aS,5aR,5bR,7aR,11aS,11bR,13aR,13bR)-9-(4-(methoxycarbonyl)phenyl)-5a,5b,8,8,11a-pentamethyl-1-(prop-1-en-2-yl)-2,3,3a,4,5,5a,5b,6,7,7a,8,11,11a,11b,12,13,13a,13b-octadecahydro-1H-cyclopenta[a]chrysene-3a-carboxamido)propanoyl)piperidine-4-carboxylate), [OH-].[Na+] (NaOH). The solvent is Cl (HCl), O1CCOCC1 (1,4-dioxane). Run at temperature 85 celsius. Product: C(=O)(O)C1=CC=C(C=C1)C=1C([C@@H]2CC[C@]3([C@@]4(CC[C@@]5([C@@H]([C@H]4CC[C@@H]3[C@]2(CC1)C)[C@@H](CC5)C(=C)C)C(=O)NCCC(=O)N5CCC(CC5)C(=O)O)C)C)(C)C (1-(3-((1R,3aS,5aR,5bR,7aR,11aS,11bR,13aR,13bR)-9-(4-carboxyphenyl)-5a,5b,8,8,11a-pentamethyl-1-(prop-1-en-2-yl)-2,3,3a,4,5,5a,5b,6,7,7a,8,11,11a,11b,12,13,13a,13b-octadecahydro-1H-cyclopenta[a]chrysene-3a-carboxamido)propanoyl)piperidine-4-carboxylic acid). The yield is 74.7%. RXN SMILES: C[O:2][C:3]([C:5]1[CH:10]=[CH:9][C:8]([C:11]2[C:12]([CH3:56])([CH3:55])[C@H:13]3[C@:26]([CH3:29])([CH2:27][CH:28]=2)[C@@H:25]2[C@:16]([CH3:54])([C@@:17]4([CH3:53])[C@H:22]([CH2:23][CH2:24]2)[C@H:21]2[C@H:30]([C:33]([CH3:35])=[CH2:34])[CH2:31][CH2:32][C@:20]2([C:36]([NH:38][CH2:39][CH2:40][C:41]([N:43]2[CH2:48][CH2:47][CH:46]([C:49]([O:51]C)=[O:50])[CH2:45][CH2:44]2)=[O:42])=[O:37])[CH2:19][CH2:18]4)[CH2:15][CH2:14]3)=[CH:7][CH:6]=1)=[O:4].[OH-].[Na+]>O1CCOCC1.Cl>[C:3]([C:5]1[CH:6]=[CH:7][C:8]([C:11]2[C:12]([CH3:56])([CH3:55])[C@H:13]3[C@:26]([CH3:29])([CH2:27][CH:28]=2)[C@@H:25]2[C@:16]([CH3:54])([C@@:17]4([CH3:53])[C@H:22]([CH2:23][CH2:24]2)[C@H:21]2[C@H:30]([C:33]([CH3:35])=[CH2:34])[CH2:31][CH2:32][C@:20]2([C:36]([NH:38][CH2:39][CH2:40][C:41]([N:43]2[CH2:44][CH2:45][CH:46]([C:49]([OH:51])=[O:50])[CH2:47][CH2:48]2)=[O:42])=[O:37])[CH2:19][CH2:18]4)[CH2:15][CH2:14]3)=[CH:9][CH:10]=1)([OH:4])=[O:2] |f:1.2|. Procedure: To a solution of methyl 1-(3-((1R,3aS,5aR,5bR,7aR,11aS,11bR,13aR,13bR)-9-(4-(methoxycarbonyl)phenyl)-5a,5b,8,8,11a-pentamethyl-1-(prop-1-en-2-yl)-2,3,3a,4,5,5a,5b,6,7,7a,8,11,11a,11b,12,13,13a,13b-octadecahydro-1H-cyclopenta[a]chrysene-3a-carboxamido)propanoyl)piperidine-4-carboxylate (0.058 g, 0.075 mmol) in 1,4-dioxane (2 mL) was added NaOH (1N) (0.377 mL, 0.377 mmol). The mixture was heated to 85° C. for 15 h then was cooled to rt. The mixture was diluted with 5 mL of 1N HCl and was extracted... Starting materials: O=C1CCCc2ccc(Br)cc21, CCOCC, CN1CCCC1=O, [Cu]I, O=C([O-])C(F)(F)C(F)(F)F, [Na+], O. Yields the product O=C1CCCc2ccc(C(F)(F)C(F)(F)F)cc21. As a reaction SMILES: [Br:1][c:2]1[cH:3][cH:4][c:5]2[c:10]([cH:11]1)[C:9](=[O:12])[CH2:8][CH2:7][CH2:6]2.[CH3:25][CH2:26][O:27][CH2:28][CH3:29].[CH3:30][N:31]1[CH2:32][CH2:33][CH2:34][C:35]1=[O:36].[Cu:37][I:38].[F:13][C:14]([C:15]([C:16]([O-:17])=[O:18])([F:19])[F:20])([F:21])[F:22].[Na+:23].[OH2:24]>>[c:2]1([C:15]([C:14]([F:13])([F:21])[F:22])([F:19])[F:20])[cH:3][cH:4][c:5]2[c:10]([cH:11]1)[C:9](=[O:12])[CH2:8][CH2:7][CH2:6]2. Reactants: C(C)(C)(C)C=1C=C2C=NN(C(C2=C(C1)F)=O)C1=C(C(=CC=C1)C1=NN(C(C(=C1)NC1=NC=C(C=C1)C1CCNCC1)=O)C)CO (6-tert-butyl-8-fluoro-2-(2-(hydroxymethyl)-3-(1-methyl-6-oxo-5-(5-(piperidin-4-yl)pyridin-2-ylamino)-1,6-dihydropyridazin-3-yl)phenyl)phthalazin-1(2H)-one), C([O-])([O-])=O.[K+].[K+] (potassium carbonate), FC(S(=O)(=O)OCC(F)(F)F)(F)F (2,2,2-trifluoroethyl trifluoromethanesulfonate), CCOC(=O)C (EtOAc), mixture. Run in CN(C)C=O (DMF), O (water). Conditions: time 8 hour. The product is C(C)(C)(C)C=1C=C2C=NN(C(C2=C(C1)F)=O)C1=C(C(=CC=C1)C1=NN(C(C(=C1)NC1=CC=C(C=N1)C1CCN(CC1)CC(F)(F)F)=O)C)CO (6-tert-butyl-8-fluoro-2-(2-hydroxymethyl-3-{1-methyl-6-oxo-5-[1′-(2,2,2-trifluoro-ethyl)-1′,2′,3′,4′,5′,6′-hexahydro-[3,4′]bipyridinyl-6-ylamino]-1,6-dihydro-pyridazin-3-yl}-phenyl)-2H-phthalazin-1-one). Isolated yield 70.5%. As a reaction SMILES: [C:1]([C:5]1[CH:6]=[C:7]2[C:12](=[C:13]([F:15])[CH:14]=1)[C:11](=[O:16])[N:10]([C:17]1[CH:22]=[CH:21][CH:20]=[C:19]([C:23]3[CH:28]=[C:27]([NH:29][C:30]4[CH:35]=[CH:34][C:33]([CH:36]5[CH2:41][CH2:40][NH:39][CH2:38][CH2:37]5)=[CH:32][N:31]=4)[C:26](=[O:42])[N:25]([CH3:43])[N:24]=3)[C:18]=1[CH2:44][OH:45])[N:9]=[CH:8]2)([CH3:4])([CH3:3])[CH3:2].C(=O)([O-])[O-].[K+].[K+].FC(F)(F)S(O[CH2:58][C:59]([F:62])([F:61])[F:60])(=O)=O.CCOC(C)=O>CN(C=O)C.O>[C:1]([C:5]1[CH:6]=[C:7]2[C:12](=[C:13]([F:15])[CH:14]=1)[C:11](=[O:16])[N:10]([C:17]1[CH:22]=[CH:21][CH:20]=[C:19]([C:23]3[CH:28]=[C:27]([NH:29][C:30]4[N:31]=[CH:32][C:33]([CH:36]5[CH2:41][CH2:40][N:39]([CH2:58][C:59]([F:62])([F:61])[F:60])[CH2:38][CH2:37]5)=[CH:34][CH:35]=4)[C:26](=[O:42])[N:25]([CH3:43])[N:24]=3)[C:18]=1[CH2:44][OH:45])[N:9]=[CH:8]2)([CH3:4])([CH3:2])[CH3:3] |f:1.2.3|. Procedure: To a solution of 6-tert-butyl-8-fluoro-2-(2-(hydroxymethyl)-3-(1-methyl-6-oxo-5-(5-(piperidin-4-yl)pyridin-2-ylamino)-1,6-dihydropyridazin-3-yl)phenyl)phthalazin-1(2H)-one (10 mg, 16.4 μmol) in DMF (1 ml) was added potassium carbonate (6.8 mg, 49.2 μmol) and 2,2,2-trifluoroethyl trifluoromethanesulfonate (3.81 mg, 2.36 μl, 16.4 μmol) at room temperature. The mixture was stirred for 8 h. at the same temperature. EtOAc was added into the reaction mixture (10 mL) and the mixture was poured into wat... Starting materials: C(C1=CC=CC=C1)C1=NN=C(S1)N (5-benzyl-1,3,4-thiadiazol-2-amine), bromotris-pyrrolidinophosphonium hexafluorophosphonate, C(C)(C)N(CC)C(C)C (diisopropylethylamine), C(C)(C)(C)OC(=O)CC1CCC(CC1)C1=CC=C(C(=O)O)C=C1 (4-(4-tert-butoxycarbonylmethylcyclohexyl)benzoic acid). Run in CN(C=O)C (dimethylformamide), C(C)(=O)OCC (ethyl acetate). Conditions: time 16 hour. Yields the product C(C1=CC=CC=C1)C1=NN=C(S1)NC(=O)C1=CC=C(C=C1)C1CCC(CC1)CC(=O)OC(C)(C)C (tert-butyl {4-[4-(5-benzyl[1.3.4]thiadiazol-2-ylcarbamoyl)phenyl]cyclohexyl}acetate). Isolated yield 34.0%. Reaction SMILES: [C:1]([O:5][C:6]([CH2:8][CH:9]1[CH2:14][CH2:13][CH:12]([C:15]2[CH:23]=[CH:22][C:18]([C:19]([OH:21])=O)=[CH:17][CH:16]=2)[CH2:11][CH2:10]1)=[O:7])([CH3:4])([CH3:3])[CH3:2].[CH2:24]([C:31]1[S:35][C:34]([NH2:36])=[N:33][N:32]=1)[C:25]1[CH:30]=[CH:29][CH:28]=[CH:27][CH:26]=1.C(N(C(C)C)CC)(C)C>CN(C)C=O.C(OCC)(=O)C>[CH2:24]([C:31]1[S:35][C:34]([NH:36][C:19]([C:18]2[CH:17]=[CH:16][C:15]([CH:12]3[CH2:13][CH2:14][CH:9]([CH2:8][C:6]([O:5][C:1]([CH3:4])([CH3:3])[CH3:2])=[O:7])[CH2:10][CH2:11]3)=[CH:23][CH:22]=2)=[O:21])=[N:33][N:32]=1)[C:25]1[CH:26]=[CH:27][CH:28]=[CH:29][CH:30]=1. Procedure: 0.45 g of 4-(4-tert-butoxycarbonylmethylcyclohexyl)benzoic acid (1.41 mmol, 1 eq.) is placed in a mixture of 5 mL of dimethylformamide at room temperature. 0.539 g of 5-benzyl-1,3,4-thiadiazol-2-amine (2.82 mmol, 2 eq.), 0.791 g of bromotris-pyrrolidinophosphonium hexafluorophosphonate (1.70 mmol, 1.2 eq.) and 0.49 mL of diisopropylethylamine (2.83 mmol, 2 eq.) are successively added. The reaction mixture is stirred for 16 hours at room temperature, diluted in ethyl acetate and washed three time...